Dataset: the Open Reaction Database (ORD), a public repository of structured organic reaction records. Task: describe an organic reaction: reactants, conditions, products, and yield Reported procedure: Compound 91-C was prepared in analogy to compound 82-C by using methyl amine instead of cyclopropylamine. Yields the product CN1C(N2C(C(NCC2)C(=O)OC)C1)=O (methyl 2-methyl-3-oxo-1,5,6,7,8,8a-hexahydroimidazo[1,5-a]pyrazine-8-carboxylate). Reactants: C1(CC1)N1C(N2[C@@H]([C@@H](NCC2)C(=O)OC)C1)=O (trans-methyl 2-cyclopropyl-3-oxo-1,5,6,7,8,8a-hexahydroimidazo[1,5-a]pyrazine-8-carboxylate), CN (methyl amine). As a reaction SMILES: [CH:1]1([N:4]2[CH2:16][C@@H:7]3[C@H:8]([C:12]([O:14][CH3:15])=[O:13])[NH:9][CH2:10][CH2:11][N:6]3[C:5]2=[O:17])CC1.CN>>[CH3:1][N:4]1[CH2:16][CH:7]2[CH:8]([C:12]([O:14][CH3:15])=[O:13])[NH:9][CH2:10][CH2:11][N:6]2[C:5]1=[O:17]. Reactants: C(C1=CC=CC=C1)OCCN1CCC[C@@H](C2=CC=3COCC3C=C21)N(C=2N=NN(N2)C)CC2=CC(=CC(=C2)C(F)(F)F)C(F)(F)F ((S)-[5-(2-Benzyloxy-ethyl)-3,5,6,7,8,9-hexahydro-1H-2-oxa-5-aza-cyclohepta[f]inden-9-yl]-(3,5-bis-trifluoromethyl-benzyl)-(2-methyl-2H-tetrazol-5-yl)-amine). The reagents and catalysts are [Pd] (Pd/C). Run in CO (methanol). Run at time 5 hour. The product is FC(C=1C=C(CN([C@H]2CCCN(C=3C2=CC=2COCC2C3)CCO)C=3N=NN(N3)C)C=C(C1)C(F)(F)F)(F)F ((S)-2-{9-[(3,5-Bis-trifluoromethyl-benzyl)-(2-methyl-2H-tetrazol-5-yl)-amino]-1,3,6,7,8,9-hexahydro-2-oxa-5-aza-cyclohepta[f]inden-5-yl}-ethanol). As a reaction SMILES: C([O:8][CH2:9][CH2:10][N:11]1[C:24]2[C:16](=[CH:17][C:18]3[CH2:19][O:20][CH2:21][C:22]=3[CH:23]=2)[C@@H:15]([N:25]([CH2:32][C:33]2[CH:38]=[C:37]([C:39]([F:42])([F:41])[F:40])[CH:36]=[C:35]([C:43]([F:46])([F:45])[F:44])[CH:34]=2)[C:26]2[N:27]=[N:28][N:29]([CH3:31])[N:30]=2)[CH2:14][CH2:13][CH2:12]1)C1C=CC=CC=1>CO.[Pd]>[F:46][C:43]([F:44])([F:45])[C:35]1[CH:34]=[C:33]([CH:38]=[C:37]([C:39]([F:40])([F:41])[F:42])[CH:36]=1)[CH2:32][N:25]([C:26]1[N:27]=[N:28][N:29]([CH3:31])[N:30]=1)[C@@H:15]1[C:16]2=[CH:17][C:18]3[CH2:19][O:20][CH2:21][C:22]=3[CH:23]=[C:24]2[N:11]([CH2:10][CH2:9][OH:8])[CH2:12][CH2:13][CH2:14]1. Reported procedure: Purge a solution of (S)-[5-(2-Benzyloxy-ethyl)-3,5,6,7,8,9-hexahydro-1H-2-oxa-5-aza-cyclohepta[f]inden-9-yl]-(3,5-bis-trifluoromethyl-benzyl)-(2-methyl-2H-tetrazol-5-yl)-amine (0.14 mmol) in methanol (20 mL) with nitrogen and add a catalytic amount of Pd/C. Purge the resulting mixture with hydrogen and stir at room temperature for 5 h. Purge the reaction with nitrogen, filter through Celite®, and wash with methanol (50 mL). Remove solvent under vacuum. Chromatograph the crude product over silica... The yield is 50.9%. Run in O1CCCC1 (tetrahydrofuran). Procedure: To a solution of 5-iodo-3,6-dimethyl-1-(3-trifluoromethylphenyl)pyrimidin-2,4(1H,3H)-dione (prepared in Reference Example 60) (60.0 mg), 2-thiophen boronic acid (84.6 mg), sodium carbonate (84.6 mg) in tetrahydrofuran (2.0 ml)/water (0.3 ml) was added tetrakis(triphenylphosphine)palladium (25.2 mg) and the resulting mixture was stirred with heating under reflux for five hours. The reaction mixture was filtered through Celite (trade mark) and thereto was added water (10 ml), and the resulting mix... Reagents/catalysts: C=1C=CC(=CC1)[P](C=2C=CC=CC2)(C=3C=CC=CC3)[Pd]([P](C=4C=CC=CC4)(C=5C=CC=CC5)C=6C=CC=CC6)([P](C=7C=CC=CC7)(C=8C=CC=CC8)C=9C=CC=CC9)[P](C=1C=CC=CC1)(C=1C=CC=CC1)C=1C=CC=CC1 (tetrakis(triphenylphosphine)palladium). Starting materials: IC=1C(N(C(N(C1C)C1=CC(=CC=C1)C(F)(F)F)=O)C)=O (5-iodo-3,6-dimethyl-1-(3-trifluoromethylphenyl)pyrimidin-2,4(1H,3H)-dione), S1C(=CC=C1)B(O)O (2-thiophen boronic acid), C([O-])([O-])=O.[Na+].[Na+] (sodium carbonate), O (water). Reaction SMILES: I[C:2]1[C:3](=[O:21])[N:4]([CH3:20])[C:5](=[O:19])[N:6]([C:9]2[CH:14]=[CH:13][CH:12]=[C:11]([C:15]([F:18])([F:17])[F:16])[CH:10]=2)[C:7]=1[CH3:8].[S:22]1[CH:26]=[CH:25][CH:24]=[C:23]1B(O)O.C(=O)([O-])[O-].[Na+].[Na+].O>O1CCCC1.C1C=CC([P]([Pd]([P](C2C=CC=CC=2)(C2C=CC=CC=2)C2C=CC=CC=2)([P](C2C=CC=CC=2)(C2C=CC=CC=2)C2C=CC=CC=2)[P](C2C=CC=CC=2)(C2C=CC=CC=2)C2C=CC=CC=2)(C2C=CC=CC=2)C2C=CC=CC=2)=CC=1>[CH3:20][N:4]1[C:3](=[O:21])[C:2]([C:24]2[CH:25]=[CH:26][S:22][CH:23]=2)=[C:7]([CH3:8])[N:6]([C:9]2[CH:14]=[CH:13][CH:12]=[C:11]([C:15]([F:18])([F:17])[F:16])[CH:10]=2)[C:5]1=[O:19] |f:2.3.4,^1:45,47,66,85|. Product: CN1C(N(C(=C(C1=O)C1=CSC=C1)C)C1=CC(=CC=C1)C(F)(F)F)=O (3,6-dimethyl-5-(thiophen-3-yl)-1-(3-trifluoromethylphenyl)pyrimidin-2,4(1H,3H)-dione). Starting materials: C(C)(C)(C)OC(C1=CC(=NC(=C1)C=C)C=C(C)C)=O (2-(2-methyl-propenyl)-6-vinyl-isonicotinic acid tert-butyl ester). Reagents/catalysts: [Pd] (Pd/C). Solvent: CO (methanol). Run at time 15 hour. The product is C(C)(C)(C)OC(C1=CC(=NC(=C1)CC(C)C)CC)=O (2-ethyl-6-isobutyl-isonicotinic acid tert-butyl ester). Yield: 86.8%. As a reaction SMILES: [C:1]([O:5][C:6](=[O:19])[C:7]1[CH:12]=[C:11]([CH:13]=[CH2:14])[N:10]=[C:9]([CH:15]=[C:16]([CH3:18])[CH3:17])[CH:8]=1)([CH3:4])([CH3:3])[CH3:2]>CO.[Pd]>[C:1]([O:5][C:6](=[O:19])[C:7]1[CH:8]=[C:9]([CH2:15][CH:16]([CH3:17])[CH3:18])[N:10]=[C:11]([CH2:13][CH3:14])[CH:12]=1)([CH3:3])([CH3:4])[CH3:2]. Reported procedure: To a solution of the above 2-(2-methyl-propenyl)-6-vinyl-isonicotinic acid tert-butyl ester (444 mg, 1.71 mmol) in methanol (15 mL), Pd/C (50 mg, 10% Pd) is added and the mixture is stirred under 1 atm of H2 at rt for 15 h. The catalyst is filtered off and the filtrate is evaporated. The remaining residue is purified by CC on silica gel eluting with heptane:EA 5:1 to give 2-ethyl-6-isobutyl-isonicotinic acid tert-butyl ester (391 mg) as a colourless oil; LC-MS: tR=1.15 min, [M+1]+=264.11. Reactants: COC1=C(C(=CC=C1)C)C (1-methoxy-2,3-dimethylbenzene), copper(II) sulfate pentahydrate CuSO4.5H2O, potassium peroxodisulfate K2S2O8, O (water), C(Cl)Cl (DCM). The solvent is CC#N (MeCN). Product: COC1=C(C=O)C(=CC=C1)C (2-methoxy-6-methylbenzaldehyde). Reaction SMILES: [CH3:1][O:2][C:3]1[CH:8]=[CH:7][CH:6]=[C:5]([CH3:9])[C:4]=1[CH3:10].C(Cl)Cl.[OH2:14]>CC#N>[CH3:1][O:2][C:3]1[CH:8]=[CH:7][CH:6]=[C:5]([CH3:9])[C:4]=1[CH:10]=[O:14]. Procedure: A mixture of commercially available 1-methoxy-2,3-dimethylbenzene (10.000 g; 73.40 mmol), copper(II) sulfate pentahydrate CuSO4.5H2O (18.334 g; 73.40 mmol), and potassium peroxodisulfate K2S2O8 (59.547 g; 220.00 mmol) in MeCN (250 ml) and water (250 ml) was heated at reflux, under nitrogen, for 30 min. After cooling to rt, DCM was added and the aq. layer was further extracted with DCM. The mixed organic layers were dried over anh. MgSO4, filtered, and concentrated to dryness under reduced pressu... The reactants are ClC1=C(C=CC(=C1)SC)C1=C(C(C(O1)(C)C)=O)C1=CC=CC=C1 (5-{2-chloro-4-(methylthio)phenyl}-2,2-dimethyl-4-phenyl-3(2H)-furanone), ClC=1C=C(C(=O)OO)C=CC1 (m-chloroperoxybenzoic acid), C([O-])(O)=O.[Na+] (sodium bicarbonate). Run in ClCCl (dichloromethane). Reaction conditions: temperature 0 celsius, time 2 hour. Product: ClC1=C(C=CC(=C1)S(=O)C)C1=C(C(C(O1)(C)C)=O)C1=CC=CC=C1 (5-{2-chloro-4-(methylsulfinyl)phenyl}-2,2-dimethyl-4-phenyl-3(2H)-furanone). Yield: 34.6%. As a reaction SMILES: [Cl:1][C:2]1[CH:7]=[C:6]([S:8][CH3:9])[CH:5]=[CH:4][C:3]=1[C:10]1[O:14][C:13]([CH3:16])([CH3:15])[C:12](=[O:17])[C:11]=1[C:18]1[CH:23]=[CH:22][CH:21]=[CH:20][CH:19]=1.ClC1C=C(C=CC=1)C(OO)=[O:29].C(=O)(O)[O-].[Na+]>ClCCl>[Cl:1][C:2]1[CH:7]=[C:6]([S:8]([CH3:9])=[O:29])[CH:5]=[CH:4][C:3]=1[C:10]1[O:14][C:13]([CH3:16])([CH3:15])[C:12](=[O:17])[C:11]=1[C:18]1[CH:23]=[CH:22][CH:21]=[CH:20][CH:19]=1 |f:2.3|. Procedure details: To a stirred solution 2.7 g of 5-{2-chloro-4-(methylthio)phenyl}-2,2-dimethyl-4-phenyl-3(2H)-furanone (Example 387) in 80 ml dichloromethane, was added 1.94 g of 70% m-chloroperoxybenzoic acid. The reaction mixture was stirred at 0° C. for 2 hours. Then 40 ml 5% aqueous sodium bicarbonate was added to the solution and the solution was stirred for 10 minutes. The solution was extracted with dichloromethane (50 ml×3). The organic layer was concentrated in vacuo and was purified by column chromatog... Reactants: compound [ 4-6 ], ClC1=C(CCl)C=CC(=C1)Cl (2,4-dichlorobenzyl chloride), C(C1=CC=CC=C1)N1C=CC2=CC=C(C=C12)CC(=O)O (2-(1-benzyl-1H-indole-6-yl)acetic acid). Yields the product ClC1=C(CN2C=CC3=CC=C(C=C23)CC(=O)O)C=CC(=C1)Cl (2-[1-(2,4-dichlorobenzyl)-1H-indole-6-yl]acetic acid), C(C1=CC=CC=C1)N1C=CC2=CC=C(C=C12)CC(=O)O (2-(1-benzyl-1H-indole-6-yl)acetic acid). RXN SMILES: [Cl:1][C:2]1[CH:9]=[C:8]([Cl:10])[CH:7]=[CH:6][C:3]=1[CH2:4]Cl.[CH2:11]([N:18]1[C:26]2[C:21](=[CH:22][CH:23]=[C:24]([CH2:27][C:28]([OH:30])=[O:29])[CH:25]=2)[CH:20]=[CH:19]1)[C:12]1[CH:17]=[CH:16][CH:15]=[CH:14][CH:13]=1>>[Cl:1][C:2]1[CH:9]=[C:8]([Cl:10])[CH:7]=[CH:6][C:3]=1[CH2:4][N:18]1[C:26]2[C:21](=[CH:22][CH:23]=[C:24]([CH2:27][C:28]([OH:30])=[O:29])[CH:25]=2)[CH:20]=[CH:19]1.[CH2:11]([N:18]1[C:26]2[C:21](=[CH:22][CH:23]=[C:24]([CH2:27][C:28]([OH:30])=[O:29])[CH:25]=2)[CH:20]=[CH:19]1)[C:12]1[CH:13]=[CH:14][CH:15]=[CH:16][CH:17]=1. Reported procedure: The titled compound (29 mg) as a white solid was prepared from the compound [4-6] obtained in the process (6) of Example 4 (100 mg) and 2,4-dichlorobenzyl chloride according to the method of the process (7) of Example 4.